From a dataset of the Open Reaction Database (ORD), a public repository of structured organic reaction records. describe an organic reaction: reactants, conditions, products, and yield Starting materials: [Na+].C([C@H](O)C1=CC=CC=C1)(=O)NC1[C@@H]2N(C(=C(CS2)C(CCNC(=O)N)SC2=NN=NN2)C(=O)[O-])C1=O (7-D-mandelamido-3-[1-(2-ureidoethyl)tetrazol-5-ylthiomethyl]-3-cephem-4-carboxylic acid sodium salt), Cl (HCl). Product: C([C@H](O)C1=CC=CC=C1)(=O)NC1[C@@H]2N(C(=C(CS2)C(CCNC(=O)N)SC2=NN=NN2)C(=O)O)C1=O (7-D-Mandelamido-3-[1-(2-ureidoethyl)tetrazol-5-ylthiomethyl]-3-cephem-4-carboxylic acid). Reaction SMILES: [Na+].[C:2]([NH:12][CH:13]1[C:36](=[O:37])[N:15]2[C:16]([C:33]([O-:35])=[O:34])=[C:17]([CH:20]([S:27][C:28]3[NH:32][N:31]=[N:30][N:29]=3)[CH2:21][CH2:22][NH:23][C:24]([NH2:26])=[O:25])[CH2:18][S:19][C@H:14]12)(=[O:11])[C@@H:3]([C:5]1[CH:10]=[CH:9][CH:8]=[CH:7][CH:6]=1)[OH:4].Cl>>[C:2]([NH:12][CH:13]1[C:36](=[O:37])[N:15]2[C:16]([C:33]([OH:35])=[O:34])=[C:17]([CH:20]([S:27][C:28]3[NH:32][N:31]=[N:30][N:29]=3)[CH2:21][CH2:22][NH:23][C:24]([NH2:26])=[O:25])[CH2:18][S:19][C@H:14]12)(=[O:11])[C@@H:3]([C:5]1[CH:6]=[CH:7][CH:8]=[CH:9][CH:10]=1)[OH:4] |f:0.1|. Procedure: An aqueous solution of 7-D-mandelamido-3-[1-(2-ureidoethyl)tetrazol-5-ylthiomethyl]-3-cephem-4-carboxylic acid sodium salt is acidified with 3 N HCl to pH 2.5 and extracted with ethyl acetate. The extract is dried over anhydrous magnesium sulfate and evaporated to dryness to give the title compound. Starting materials: CCCN(CC)C(=O)C(=O)OC, CO, [Na+], [OH-], O. The product is CCCN(CC)C(=O)C(=O)O. Reaction SMILES: [CH2:1]([CH3:2])[N:3]([C:4]([C:5](=[O:6])[O:7][CH3:8])=[O:9])[CH2:10][CH2:11][CH3:12].[CH3:15][OH:16].[Na+:14].[OH-:13].[OH2:17]>>[CH2:1]([CH3:2])[N:3]([C:4]([C:5](=[O:6])[OH:7])=[O:9])[CH2:10][CH2:11][CH3:12]. Procedure: A mixture of 5-(2-morpholinylmethyl)-10,11-dihydro-5H-dibenz[b,f]azepine (0.2 g), potassium carbonate (0.1 g) and ethylenebromohydrin (0.1 g) in water and ethanol was stirred under reflux for 10 hours. The reaction mixture was concentrated and extracted with chloroform. The chloroform extract was washed with water, dried over anhydrous sodium sulfate and evaporated to afford 5-(4-hydroxyethyl-2-morpholinylmethyl)-10,11-dihydro-5H-dibenz[b,f]azepine as an oily substance. M.P. 186°-188° C (oxalate... Yields the product OCCN1CC(OCC1)CN1C2=C(CCC3=C1C=CC=C3)C=CC=C2 (5-(4-hydroxyethyl-2-morpholinylmethyl)-10,11-dihydro-5H-dibenz[b,f]azepine). Solvent: O (water), C(C)O (ethanol). Reaction SMILES: [NH:1]1[CH2:6][CH2:5][O:4][CH:3]([CH2:7][N:8]2[C:14]3[CH:15]=[CH:16][CH:17]=[CH:18][C:13]=3[CH2:12][CH2:11][C:10]3[CH:19]=[CH:20][CH:21]=[CH:22][C:9]2=3)[CH2:2]1.C(=O)([O-])[O-].[K+].[K+].[CH2:29](Br)[CH2:30][OH:31]>O.C(O)C>[OH:31][CH2:30][CH2:29][N:1]1[CH2:6][CH2:5][O:4][CH:3]([CH2:7][N:8]2[C:9]3[CH:22]=[CH:21][CH:20]=[CH:19][C:10]=3[CH2:11][CH2:12][C:13]3[CH:18]=[CH:17][CH:16]=[CH:15][C:14]2=3)[CH2:2]1 |f:1.2.3|. Starting materials: N1CC(OCC1)CN1C2=C(CCC3=C1C=CC=C3)C=CC=C2 (5-(2-morpholinylmethyl)-10,11-dihydro-5H-dibenz[b,f]azepine), C([O-])([O-])=O.[K+].[K+] (potassium carbonate), C(CO)Br (ethylenebromohydrin). Reactants: COC1CN(C1)CCCNC=1N=[N+](C2=C(N1)C=C1CCCC1=C2)[O-] (N-[3-(3-Methoxy-1-azetidinyl)propyl]-7,8-dihydro-6H-indeno[5,6-e][1,2,4]triazin-3-amine 1-Oxide), C(=O)(C(F)(F)F)O (TFA), OO (H2O2). Run in C(Cl)Cl (DCM), C(Cl)Cl (DCM), N (NH3). Run at temperature 20 celsius, time 10 minute. Yields the product COC1CN(C1)CCCNC=1N=[N+](C2=C([N+]1[O-])C=C1CCCC1=C2)[O-] (N-[3-(3-Methoxy-1-azetidinyl)propyl]-7,8-dihydro-6H-indeno[5,6-e][1,2,4]triazin-3-amine 1,4-Dioxide). Yield: 29.0%. As a reaction SMILES: OO.[CH3:3][O:4][CH:5]1[CH2:8][N:7]([CH2:9][CH2:10][CH2:11][NH:12][C:13]2[N:14]=[N+:15]([O-:26])[C:16]3[CH:25]=[C:24]4[C:20]([CH2:21][CH2:22][CH2:23]4)=[CH:19][C:17]=3[N:18]=2)[CH2:6]1.C(O)(C(F)(F)F)=[O:28]>C(Cl)Cl.N>[CH3:3][O:4][CH:5]1[CH2:8][N:7]([CH2:9][CH2:10][CH2:11][NH:12][C:13]2[N:14]=[N+:15]([O-:26])[C:16]3[CH:25]=[C:24]4[C:20]([CH2:21][CH2:22][CH2:23]4)=[CH:19][C:17]=3[N+:18]=2[O-:28])[CH2:6]1. Procedure details: H2O2 (70%, 2.0 mL, ca. 40 mmol) was added dropwise to a stirred solution of TFM (5.6 mL, 40 mmol) in DCM (50 mL) at 0° C. The solution was stirred at 20° C. for 10 min, then cooled to 0° C., added to a solution of 1-oxide 54 (1.3 g, 4.0 mmol) and TFA (1.5 mL, 20 mmol) in DCM (50 mL) at 0° C. The solution was stirred at 20° C. for 26 h, diluted with dilute aqueous NH3 solution (80 mL) and extracted with DCM (4×125 mL). The combined organic fraction was dried and the solvent evaporated. The residu... The reactants are N1C=NC=C1 (imidazole), BrC=1C=C2C(=CN(C2=CC1)CCC(=O)O)CC=1NC=CN1 (5-bromo-1-(2-carboxyethyl)-3-(1-imidazolylmethyl) indole), N,N'-carbonyldiimidazole, CS(=O)(=O)N (Methanesulphonamide). Solvent: C(C)O (ethanol). Run at temperature 120 celsius. Product: BrC=1C=C2C(=CN(C2=CC1)CCC(NS(=O)(=O)C)=O)CC=1NC=CN1 (5-bromo-1-[2-(N-methanesulphonylcarbamoyl)ethyl]-3-(1-imidazolylmethyl)indole). Isolated yield 29.2%. Reaction SMILES: [Br:1][C:2]1[CH:3]=[C:4]2[C:8](=[CH:9][CH:10]=1)[N:7]([CH2:11][CH2:12][C:13](O)=[O:14])[CH:6]=[C:5]2[CH2:16][C:17]1[NH:18][CH:19]=[CH:20][N:21]=1.[CH3:22][S:23]([NH2:26])(=[O:25])=[O:24].N1C=CN=C1>C(O)C>[Br:1][C:2]1[CH:3]=[C:4]2[C:8](=[CH:9][CH:10]=1)[N:7]([CH2:11][CH2:12][C:13](=[O:14])[NH:26][S:23]([CH3:22])(=[O:25])=[O:24])[CH:6]=[C:5]2[CH2:16][C:17]1[NH:18][CH:19]=[CH:20][N:21]=1. Procedure details: A mixture of 5-bromo-1-(2-carboxyethyl)-3-(1-imidazolylmethyl) indole (0.87 g) and N,N'-carbonyldiimidazole (0.51 g) was heated on a steam bath for 1.5 hours to give a clear melt. Methanesulphonamide (0.47 g) was added and the mixture was heated at 120° C. for 2 hours and then cooled and dissolved in a small volume of ethanol. Some insoluble material was filtered off and the filtrate was evaporated and the residue was chromatographed on silica gel. Elution with chloroform gave initially some imp... The reactants are CC(C)N1CCCN(c2ccc(Cl)nn2)CC1, Nc1ccc(B(O)O)cc1, CC(C)(O)C(C)(C)O. Yields the product CC(C)N1CCCN(c2ccc(-c3ccc(N)cc3)nn2)CC1. Reaction SMILES: [Cl:1][c:2]1[cH:3][cH:4][c:5]([N:8]2[CH2:9][CH2:10][N:11]([CH:15]([CH3:16])[CH3:17])[CH2:12][CH2:13][CH2:14]2)[n:6][n:7]1.[NH2:18][c:19]1[cH:20][cH:21][c:22]([B:25]([OH:26])[OH:27])[cH:23][cH:24]1.[OH:28][C:29]([C:30]([OH:31])([CH3:32])[CH3:33])([CH3:34])[CH3:35]>>[c:2]1(-[c:22]2[cH:21][cH:20][c:19]([NH2:18])[cH:24][cH:23]2)[cH:3][cH:4][c:5]([N:8]2[CH2:9][CH2:10][N:11]([CH:15]([CH3:16])[CH3:17])[CH2:12][CH2:13][CH2:14]2)[n:6][n:7]1. Reactants: BrC1=CC=C(C=C1)S(=O)(=O)NC1=C(C=CC(=C1)N1C[C@H](N[C@H](C1)C)C)OC (4-Bromo-N-[5-(cis-3,5-dimethyl-1-piperazinyl)-2-(methyloxy)phenyl]benzenesulfonamide), CC1=CC=C(O1)B(O)O ((5-Methyl-2-furanyl)boronic acid), C([O-])([O-])=O.[Na+].[Na+] (sodium carbonate). The reagents and catalysts are Cl[Pd]([P](C1=CC=CC=C1)(C2=CC=CC=C2)C3=CC=CC=C3)([P](C4=CC=CC=C4)(C5=CC=CC=C5)C6=CC=CC=C6)Cl (bis(triphenylphosphine)palladium(II) chloride). The solvent is C (charcoal), COCCOC (1,2-dimethoxyethane), O (water), C(C)(=O)OCC (ethyl acetate), C (charcoal). Yields the product C[C@@H]1CN(C[C@@H](N1)C)C=1C=CC(=C(C1)NS(=O)(=O)C1=CC=C(C=C1)C=1OC(=CC1)C)OC (N-[5-(cis-3,5-Dimethyl-1-piperazinyl)-2-(methyloxy)phenyl]-4-(5-methyl-2-furanyl)benzenesulfonamide). Reaction SMILES: Br[C:2]1[CH:7]=[CH:6][C:5]([S:8]([NH:11][C:12]2[CH:17]=[C:16]([N:18]3[CH2:23][C@H:22]([CH3:24])[NH:21][C@H:20]([CH3:25])[CH2:19]3)[CH:15]=[CH:14][C:13]=2[O:26][CH3:27])(=[O:10])=[O:9])=[CH:4][CH:3]=1.C(=O)([O-])[O-].[Na+].[Na+].[CH3:34][C:35]1[O:39][C:38](B(O)O)=[CH:37][CH:36]=1>COCCOC.O.C(OCC)(=O)C.C.Cl[Pd](Cl)([P](C1C=CC=CC=1)(C1C=CC=CC=1)C1C=CC=CC=1)[P](C1C=CC=CC=1)(C1C=CC=CC=1)C1C=CC=CC=1>[CH3:25][C@H:20]1[NH:21][C@@H:22]([CH3:24])[CH2:23][N:18]([C:16]2[CH:15]=[CH:14][C:13]([O:26][CH3:27])=[C:12]([NH:11][S:8]([C:5]3[CH:6]=[CH:7][C:2]([C:38]4[O:39][C:35]([CH3:34])=[CH:36][CH:37]=4)=[CH:3][CH:4]=3)(=[O:10])=[O:9])[CH:17]=2)[CH2:19]1 |f:1.2.3,^1:59,78|. Reported procedure: 4-Bromo-N-[5-(cis-3,5-dimethyl-1-piperazinyl)-2-(methyloxy)phenyl]benzenesulfonamide (32.96 g, 72.5 mmol) was suspended in 1,2-dimethoxyethane (300 ml) and treated with sodium carbonate (38.4 g, 363 mmol) dissolved in water (150 ml). (5-Methyl-2-furanyl)boronic acid (13.7 g, 109 mmol) and bis(triphenylphosphine)palladium(II) chloride (108 mg, 0.15 mmol) were added and the mixture was heated at reflux for 1.5 hours. The mixture was cooled and diluted with ethyl acetate, charcoal added and the mix... Reactants: C(C=C)OC1=CC(=C(C(=O)C2=CC=CC=C2)C=C1)O (4-allyloxy-2-hydroxybenzophenone), ClC1=C(C=CC=C1)Cl (ortho-dichlorobenzene). The solvent is hexanes. Product: OC1=C(C(=O)C2=CC=CC=C2)C=CC(=C1CC=C)O (2,4-Dihydroxy-3-allylbenzophenone). As a reaction SMILES: C([O:4][C:5]1[CH:18]=[CH:17][C:8]([C:9]([C:11]2[CH:16]=[CH:15][CH:14]=[CH:13][CH:12]=2)=[O:10])=[C:7]([OH:19])[CH:6]=1)C=C.Cl[C:21]1[CH:26]=CC=C[C:22]=1Cl>>[OH:19][C:7]1[C:6]([CH2:26][CH:21]=[CH2:22])=[C:5]([OH:4])[CH:18]=[CH:17][C:8]=1[C:9]([C:11]1[CH:12]=[CH:13][CH:14]=[CH:15][CH:16]=1)=[O:10]. Procedure: Commercially available 4-allyloxy-2-hydroxybenzophenone (15 g) was rearranged by heating under reflux in ortho-dichlorobenzene (60 mL) for 26 hours. The product was isolated by dilution of the reaction mixture with 5 volumes hexanes to give a crystalline product as fine needles. Reactants: Cn1cc(B2OC(C)(C)C(C)(C)O2)cn1, COCCOC, Cc1cccc(Nc2sc(I)cc2C(N)=O)n1, [Na+], [Na+], O=C([O-])[O-]. Yields the product Cc1cccc(Nc2sc(-c3cnn(C)c3)cc2C(N)=O)n1. RXN SMILES: [CH3:18][n:19]1[n:20][cH:21][c:22]([B:24]2[O:25][C:26]([CH3:27])([CH3:28])[C:29]([CH3:30])([CH3:31])[O:32]2)[cH:23]1.[CH3:39][O:40][CH2:41][CH2:42][O:43][CH3:44].[I:1][c:2]1[cH:3][c:4]([C:15](=[O:16])[NH2:17])[c:5]([NH:7][c:8]2[n:9][c:10]([CH3:14])[cH:11][cH:12][cH:13]2)[s:6]1.[Na+:33].[Na+:34].[O-:35][C:36](=[O:37])[O-:38]>>[c:2]1(-[c:22]2[cH:21][n:20][n:19]([CH3:18])[cH:23]2)[cH:3][c:4]([C:15](=[O:16])[NH2:17])[c:5]([NH:7][c:8]2[n:9][c:10]([CH3:14])[cH:11][cH:12][cH:13]2)[s:6]1.